This data is from the Open Reaction Database (ORD), a public repository of structured organic reaction records. The task is: describe an organic reaction: reactants, conditions, products, and yield The reactants are C(=O)C1=CC(=C(OC=2N=CC(=NC2)C(=O)N)C=C1)OC (5-(4-formyl-2-methoxyphenoxy)pyrazine-2-carboxamide), [BH4-].[Na+] (NaBH4), C(CCCC)N (amylamine), ( Å ). Run in CO (methanol). Conditions: time 8 hour. The product is COC1=C(OC=2N=CC(=NC2)C(=O)N)C=CC(=C1)CNCCCCC (5-(2-Methoxy-4-pentylaminomethylphenoxy)pyrazine-2-carboxamide). The yield is 71.4%. RXN SMILES: [CH:1]([C:3]1[CH:18]=[CH:17][C:6]([O:7][C:8]2[N:9]=[CH:10][C:11]([C:14]([NH2:16])=[O:15])=[N:12][CH:13]=2)=[C:5]([O:19][CH3:20])[CH:4]=1)=O.[CH2:21]([NH2:26])[CH2:22][CH2:23][CH2:24][CH3:25].[BH4-].[Na+]>CO>[CH3:20][O:19][C:5]1[CH:4]=[C:3]([CH2:1][NH:26][CH2:21][CH2:22][CH2:23][CH2:24][CH3:25])[CH:18]=[CH:17][C:6]=1[O:7][C:8]1[N:9]=[CH:10][C:11]([C:14]([NH2:16])=[O:15])=[N:12][CH:13]=1 |f:2.3|. Procedure details: Place 5-(4-formyl-2-methoxyphenoxy)pyrazine-2-carboxamide (Example 719, Part A) (0.200 g, 0.732 mmol), amylamine (0.0670 g, 0.769 mmol) and 3 {acute over (Å)} molecular sieves in a vial. Add methanol (3.6 mL), cap and stir overnight. Add NaBH4 (ca. 3-5 eq in two portions) and stir until the gasses stop evolving. Load the reaction mixture directly onto a 25 g ISCO® pre-load column. Dry the column in a vacuum oven at room temperature. Purify by eluting through a 40 g ISCO® column with 60% to 90% (... Product: N1=CC(=CC=C1)/C=C/C(=O)NCCC=1C=C(OCC(=O)OC)C=CC1 (methyl [3-[2-[(E)-3-(3-pyridyl)acryloylamino]ethyl]phenoxy]acetate). Procedure: (E)-N-(3-hydroxyphenethyl)-3-(3-pyridyl)-2-propenoic acid amide (1.07 g, 4.0 mmol) obtained in Example 81 and methyl chloroacetate (0.52 g, 4.8 mmol) were dissolved in dimethylformamide (12 ml) and potassium carbonate (1.66 g, 12 mmol) was added and stirred at 60° C. for 8 hours. After allowing to cool, ethyl acetate was added to the reaction mixture and insoluble materials were filtered out. The filtrate was washed with water and dried over magnesium sulfate. After the solvent was distilled out... Solvent: CN(C=O)C (dimethylformamide). The reactants are C(C)(=O)OCC (ethyl acetate), OC=1C=C(CCNC(\C=C\C=2C=NC=CC2)=O)C=CC1 ((E)-N-(3-hydroxyphenethyl)-3-(3-pyridyl)-2-propenoic acid amide), ClCC(=O)OC (methyl chloroacetate), C([O-])([O-])=O.[K+].[K+] (potassium carbonate). The yield is 61.0%. Reaction SMILES: [OH:1][C:2]1[CH:3]=[C:4]([CH:18]=[CH:19][CH:20]=1)[CH2:5][CH2:6][NH:7][C:8](=[O:17])/[CH:9]=[CH:10]/[C:11]1[CH:12]=[N:13][CH:14]=[CH:15][CH:16]=1.Cl[CH2:22][C:23]([O:25][CH3:26])=[O:24].C(=O)([O-])[O-].[K+].[K+].C(OCC)(=O)C>CN(C)C=O>[N:13]1[CH:14]=[CH:15][CH:16]=[C:11](/[CH:10]=[CH:9]/[C:8]([NH:7][CH2:6][CH2:5][C:4]2[CH:3]=[C:2]([CH:20]=[CH:19][CH:18]=2)[O:1][CH2:22][C:23]([O:25][CH3:26])=[O:24])=[O:17])[CH:12]=1 |f:2.3.4|. Run at temperature 60 celsius, time 8 hour.